From a dataset of the Open Reaction Database (ORD), a public repository of structured organic reaction records. describe an organic reaction: reactants, conditions, products, and yield Starting materials: O (Water), C(C)OC(CC=1N=C(SC1)S)=O ((2-mercapto-1,3-thiazol-4-yl)acetic acid ethyl ester), BrC(C(=O)OC(C)(C)C)(C)C (tert-butyl 2-bromo-2-methylpropionate), C([O-])([O-])=O.[K+].[K+] (potassium carbonate). The solvent is CN(C=O)C (N,N-dimethylformamide). Run at time 8 hour. Product: C(C)(C)(C)OC(C(C)(C)SC=1SC=C(N1)CC(=O)OCC)=O (2-{[4-(2-ethoxy-2-oxoethyl)-1,3-thiazol-2-yl]thio}-2-methylpropionic acid tert-butyl ester). Isolated yield 99.6%. RXN SMILES: [CH2:1]([O:3][C:4](=[O:12])[CH2:5][C:6]1[N:7]=[C:8]([SH:11])[S:9][CH:10]=1)[CH3:2].Br[C:14]([CH3:23])([CH3:22])[C:15]([O:17][C:18]([CH3:21])([CH3:20])[CH3:19])=[O:16].C(=O)([O-])[O-].[K+].[K+].O>CN(C)C=O>[C:18]([O:17][C:15](=[O:16])[C:14]([S:11][C:8]1[S:9][CH:10]=[C:6]([CH2:5][C:4]([O:3][CH2:1][CH3:2])=[O:12])[N:7]=1)([CH3:23])[CH3:22])([CH3:21])([CH3:20])[CH3:19] |f:2.3.4|. Procedure details: (2-Mercapto-1,3-thiazol-4-yl)acetic acid ethyl ester (88.6 g) synthesized in Example 1 and tert-butyl 2-bromo-2-methylpropionate (105.3 g) were dissolved in N,N-dimethylformamide (700 mL), potassium carbonate (66.3 g) was added, and the mixture was stirred at room temperature for 8 hr. Water (1 L) was added to the reaction mixture, and the mixture was extracted with ethyl acetate (1 L). The organic layer was washed with saturated brine, and dried over hydrous magnesium sulfate. The solvent was e... Run at temperature 90 celsius. Reactants: NC(C(=O)O)(CC1=CC=C(C=C1)O)CF (2-amino-2-fluoromethyl-3-(4-hydroxyphenyl)propionic acid), CO (methanol), Cl (HCl). The product is NC(C(=O)OC)(CC1=CC=C(C=C1)O)CF (methyl 2-amino-2-fluoromethyl-3-(4-hydroxyphenyl)propionate). Reaction SMILES: [NH2:1][C:2]([CH2:14][F:15])([CH2:6][C:7]1[CH:12]=[CH:11][C:10]([OH:13])=[CH:9][CH:8]=1)[C:3]([OH:5])=[O:4].Cl.[CH3:17]O>>[NH2:1][C:2]([CH2:14][F:15])([CH2:6][C:7]1[CH:12]=[CH:11][C:10]([OH:13])=[CH:9][CH:8]=1)[C:3]([O:5][CH3:17])=[O:4]. Isolated yield 70.0%. Procedure details: With ice cooling, a suspension of 2-amino-2-fluoromethyl-3-(4-hydroxyphenyl)propionic acid (10.0 g) in absolute methanol (400 ml, dried over magnesium) is saturated with HCl gas. After heating at 90° C. overnight, the solvent is removed under reduced pressure, and the residue is dried for 3 hours under the vacuum of an oil pump. After dissolving in absolute methanol (400 ml) and saturating with HCl gas, the mixture is heated at 90° C. overnight again. After evaporation of the solvent, the residu... The reactants are solid, BrC=1C=CC2=C(N(C=N2)C2=C(C=C(C=C2)F)F)C1 (6-bromo-1-(2,4-difluoro-phenyl)-1H-benzo[d]imidazole), BrC=1C=CC2=C(N(C=N2)C2=C(C=C(C=C2)F)F)C1 (6-bromo-1-(2,4-difluoro-phenyl)-1H-benzo[d]imidazole), FC(C1=CC=C(C=C1)N1N=CC=C1B(O)O)(F)F (1-(4-trifluoromethyl-phenyl)-1H-pyrazol-5-ylboronic acid), FC(C1=CC=C(C=C1)N1N=CC=C1B(O)O)(F)F (1-(4-trifluoromethyl-phenyl)-1H-pyrazol-5-ylboronic acid). Yields the product FC1=C(C=CC(=C1)F)N1C=NC2=C1C=C(C=C2)C=2N(N=CC2)C2=CC=C(C=C2)C(F)(F)F (1-(2,4-Difluoro-phenyl)-6-[2-(4-trifluoromethyl-phenyl)-2H-pyrazol-3-yl]-1H-benzoimidazole). Reaction SMILES: Br[C:2]1[CH:3]=[CH:4][C:5]2[N:9]=[CH:8][N:7]([C:10]3[CH:15]=[CH:14][C:13]([F:16])=[CH:12][C:11]=3[F:17])[C:6]=2[CH:18]=1.[F:19][C:20]([F:36])([F:35])[C:21]1[CH:26]=[CH:25][C:24]([N:27]2[C:31](B(O)O)=[CH:30][CH:29]=[N:28]2)=[CH:23][CH:22]=1>>[F:17][C:11]1[CH:12]=[C:13]([F:16])[CH:14]=[CH:15][C:10]=1[N:7]1[C:6]2[CH:18]=[C:2]([C:31]3[N:27]([C:24]4[CH:23]=[CH:22][C:21]([C:20]([F:19])([F:35])[F:36])=[CH:26][CH:25]=4)[N:28]=[CH:29][CH:30]=3)[CH:3]=[CH:4][C:5]=2[N:9]=[CH:8]1. Procedure details: The title compound, off-white solid (48 mg, 34%), MS (ISP) m/z=441.4 [(M+H)+], mp 129° C., was prepared in accordance with the general method of example 1 from 6-bromo-1-(2,4-difluoro-phenyl)-1H-benzo[d]imidazole (intermediate K) (100 mg, 324 μmol) and 1-(4-trifluoromethyl-phenyl)-1H-pyrazol-5-ylboronic acid (intermediate C) (91.1 mg, 356 μmol). Starting materials: CCOC(=O)Cl, N#Cc1ccn(-c2ccc(N)cc2F)c1, c1ccncc1. The product is CCOC(=O)Nc1ccc(-n2ccc(C#N)c2)c(F)c1. As a reaction SMILES: [Cl:16][C:17](=[O:18])[O:19][CH2:20][CH3:21].[NH2:1][c:2]1[cH:3][cH:4][c:5](-[n:9]2[cH:10][c:11]([C:14]#[N:15])[cH:12][cH:13]2)[c:6]([F:8])[cH:7]1.[cH:22]1[cH:23][cH:24][n:25][cH:26][cH:27]1>>[NH:1]([c:2]1[cH:3][cH:4][c:5](-[n:9]2[cH:10][c:11]([C:14]#[N:15])[cH:12][cH:13]2)[c:6]([F:8])[cH:7]1)[C:17](=[O:18])[O:19][CH2:20][CH3:21]. The reactants are CC1(C(C2=CC=CC=C2CC1)C=1C(=NC=NC1)SC)C (5-(2,2-dimethyltetralin-1-yl)-4-methylthiopyrimidine), F[B-](F)(F)F.F[B-](F)(F)F.ClC[N+]12CC[N+](CC1)(CC2)F (1-chloromethyl-4-fluoro-1,4-diazoniabicyclo[2.2.2]octane bis(tetrafluoroborate)). The solvent is C(C)#N (acetonitrile). Product: CC1(C(C2=CC=CC=C2CC1)C=1C(=NC=NC1)SCF)C (5-(2,2-Dimethyltetralin-1-yl)-4-(monofluoromethylthio)pyrimidine). Isolated yield 33.1%. Reaction SMILES: [CH3:1][C:2]1([CH3:20])[CH2:11][CH2:10][C:9]2[C:4](=[CH:5][CH:6]=[CH:7][CH:8]=2)[CH:3]1[C:12]1[C:13]([S:18][CH3:19])=[N:14][CH:15]=[N:16][CH:17]=1.[F:21][B-](F)(F)F.F[B-](F)(F)F.ClC[N+]12CC[N+](F)(CC1)CC2>C(#N)C>[CH3:1][C:2]1([CH3:20])[CH2:11][CH2:10][C:9]2[C:4](=[CH:5][CH:6]=[CH:7][CH:8]=2)[CH:3]1[C:12]1[C:13]([S:18][CH2:19][F:21])=[N:14][CH:15]=[N:16][CH:17]=1 |f:1.2.3|. Procedure: To a solution of 2.0 g (7.0 mmol) of 5-(2,2-dimethyltetralin-1-yl)-4-methylthiopyrimidine in 100 mL of dry acetonitrile was added with stirring 3.0 g (9.1 mmol) of 1-chloromethyl-4-fluoro-1,4-diazoniabicyclo[2.2.2]octane bis(tetrafluoroborate). The mixture was allowed to react for 16 hours and then most of the acetonitrile was removed by evaporation under reduced pressure. The residue was partitioned between ether and water and the organic phase was recovered, dried over magnesium sulfate, filte...